The task is: describe an organic reaction: reactants, conditions, products, and yield. This data is from the Open Reaction Database (ORD), a public repository of structured organic reaction records. Starting materials: CC(COCCNC)C (N-[2-(2,2-dimethylethoxy)ethyl]-N-methylamine), C([O-])([O-])=O.[K+].[K+] (potassium carbonate), [I-].[K+] (potassium iodide), CC1([C@H]2CC[C@H]([C@@H]1C2)CCOCCCCCCl)C (5-[2-((1S,2S,5S)-6,6-dimethylbicyclo[3.1.1]hept-2-yl)ethoxy]pentyl chloride). Solvent: CN(C=O)C (dimethylformamide). Run at temperature 80 celsius, time 12 hour. Product: CC1([C@H]2CC[C@H]([C@@H]1C2)CCOCCCCCN(C)CCOCC(C)C)C (N-(5-[2-((1S,2S,5S)-6,6-dimethylbicyclo[3.1.1]hept-2-yl)ethoxy]pent yl)-N-[2-(2,2-dimethylethoxy)ethyl]-N-methylamine). The yield is 28.5%. RXN SMILES: [CH3:1][C:2]1([CH3:18])[C@H:7]2[CH2:8][C@@H:3]1[CH2:4][CH2:5][C@H:6]2[CH2:9][CH2:10][O:11][CH2:12][CH2:13][CH2:14][CH2:15][CH2:16]Cl.[CH3:19][CH:20]([CH3:27])[CH2:21][O:22][CH2:23][CH2:24][NH:25][CH3:26].C(=O)([O-])[O-].[K+].[K+].[I-].[K+]>CN(C)C=O>[CH3:1][C:2]1([CH3:18])[C@H:7]2[CH2:8][C@@H:3]1[CH2:4][CH2:5][C@H:6]2[CH2:9][CH2:10][O:11][CH2:12][CH2:13][CH2:14][CH2:15][CH2:16][N:25]([CH2:24][CH2:23][O:22][CH2:21][CH:20]([CH3:27])[CH3:19])[CH3:26] |f:2.3.4,5.6|. Procedure details: 15 g of 5-[2-((1S,2S,5S)-6,6-dimethylbicyclo[3.1.1]hept-2-yl)ethoxy]pentyl chloride were dissolved in 100 ml of dimethylformamide. 5.13 g of N-[2-(2,2-dimethylethoxy)ethyl]-N-methylamine (Example 12 B)), 12 g of potassium carbonate and 1 g of potassium iodide were added to the solution. The reaction mixture was stirred at a temperature of 80° C. for 12 hours. The reaction mixture was worked up by concentrating it under reduced pressure, adding 100 ml of water to the residue, and extracting the m... The reactants are BrC1=CC2=C(C=C1)C1=C(N=CN=C1Cl)S2 (7-Bromo-4-chloro[1]benzothieno[2,3-d]pyrimidine), ClC=1C=C(C=CC1OCC1=NC=CC=C1)N (3-Chloro-4-(pyridin-2-ylmethoxy)-phenylamine), Cl (HCl), C(=O)(O)[O-].[Na+] (NaHCO3). The solvent is O1CCOCC1 (dioxane), CC(C)O (IPA). Conditions: time 5 minute. Yields the product BrC1=CC2=C(C=C1)C1=C(N=CN=C1NC1=CC(=C(C=C1)OCC1=NC=CC=C1)Cl)S2 (7-bromo-N-[3-chloro-4-(pyridin-2-ylmethoxy)phenyl][1]benzothieno[2,3-d]pyrimidin-4-amine). The yield is 80.4%. RXN SMILES: [Br:1][C:2]1[CH:7]=[CH:6][C:5]2[C:8]3[C:13](Cl)=[N:12][CH:11]=[N:10][C:9]=3[S:15][C:4]=2[CH:3]=1.[Cl:16][C:17]1[CH:18]=[C:19]([NH2:31])[CH:20]=[CH:21][C:22]=1[O:23][CH2:24][C:25]1[CH:30]=[CH:29][CH:28]=[CH:27][N:26]=1.Cl.C([O-])(O)=O.[Na+]>O1CCOCC1.CC(O)C>[Br:1][C:2]1[CH:7]=[CH:6][C:5]2[C:8]3[C:13]([NH:31][C:19]4[CH:20]=[CH:21][C:22]([O:23][CH2:24][C:25]5[CH:30]=[CH:29][CH:28]=[CH:27][N:26]=5)=[C:17]([Cl:16])[CH:18]=4)=[N:12][CH:11]=[N:10][C:9]=3[S:15][C:4]=2[CH:3]=1 |f:3.4|. Procedure: A mixture of 7-Bromo-4-chloro[1]benzothieno[2,3-d]pyrimidine (4.85 g, 16.2 mmol), 3-Chloro-4-(pyridin-2-ylmethoxy)-phenylamine (4.73 g, 18.1 mmol, 1.12 equiv), and HCl in dioxane (4.0 M, 7.25 mL) in IPA (100 mL) was heated to reflux for 3 days. The suspension was filtered and washed with IPA (3×20 mL) to collect a light tan solid. The solid was triturated with ether to give a yellow solid. The yellow solid was added to a saturated NaHCO3 solution in a few portions to adjust pH to 7. The suspensi... Reactants: C(C)N(C(C)N1C(C(NCC1)=O)C1=CC=CC=C1)CC (1-diethylamino ethyl-3-keto-2-phenyl piperazine), 3',4',5'-trimethoxy benzyl-2-phenyl-3-keto piperazine, COC=1C=C(CN2C(C(NCC2)=O)C2=CC=CC=C2)C=C(C1OC)OC (1-(3',4',5'-Trimethoxy benzyl)-2-phenyl-3-keto piperazine), Example 8 ( a ). Yields the product COC=1C=C(CN2C(CNCC2)C2=CC=CC=C2)C=C(C1OC)OC (1-(3',4',5'-Trimethoxy benzyl)-2-phenyl piperazine), oil. RXN SMILES: [CH3:1][O:2][C:3]1[CH:4]=[C:5]([CH:20]=[C:21]([O:25][CH3:26])[C:22]=1[O:23][CH3:24])[CH2:6][N:7]1[CH2:12][CH2:11][NH:10][C:9](=O)[CH:8]1[C:14]1[CH:19]=[CH:18][CH:17]=[CH:16][CH:15]=1.C(N(CC)C(N1CCNC(=O)C1C1C=CC=CC=1)C)C>>[CH3:1][O:2][C:3]1[CH:4]=[C:5]([CH:20]=[C:21]([O:25][CH3:26])[C:22]=1[O:23][CH3:24])[CH2:6][N:7]1[CH2:12][CH2:11][NH:10][CH2:9][CH:8]1[C:14]1[CH:19]=[CH:18][CH:17]=[CH:16][CH:15]=1. Procedure details: 1-(3',4',5'-Trimethoxy benzyl)-2-phenyl-3-keto piperazine prepared according to Example 13, is reduced by following the procedure described hereinabove in Example 8 (a) whereby, in place of 1-diethylamino ethyl-3-keto-2-phenyl piperazine, the equimolecular amount of said 1-(3',4',5'-trimethoxy benzyl-2-phenyl-3-keto piperazine is used. The resulting 2-phenyl piperazine compound is obtained in the form of a yellow oil boiling at 185-195° C./0.08 mm. Hg. Reactants: OC1=CC=C(C=C1)C1=C(C2=C(S1)C=C(C=C2)O)C(=O)C2=CC=C(C=C2)OCCN2CCCCC2 ([2-(4-hydroxyphenyl)-6-hydroxybenzo[b]thien-3-yl][4-[2-(1-piperidinyl)ethoxy]phenyl]methanone), CN(C)C1=NC=CC=C1 (dimethylaminopyridine), [Si](C)(C)(C(C)(C)C)Cl (tert-butyl-dimethylsilylchloride). The solvent is C1CCOC1.CN(C)C=O (THF DMF). Reaction conditions: time 1 hour. The product is [Si](C)(C)(C(C)(C)C)OC1=CC=C(C=C1)C1=C(C2=C(S1)C=C(C=C2)O)C(=O)C2=CC=C(C=C2)OCCN2CCCCC2 ([2-[4-(t-Butyldimethylsilyloxy)phenyl]-6-hydroxybenzo[b]thien-3-yl][4-[2-(1-piperidinyl)ethoxy]phenyl]methanone). Yield: 45.0%. Reaction SMILES: [OH:1][C:2]1[CH:7]=[CH:6][C:5]([C:8]2[S:12][C:11]3[CH:13]=[C:14]([OH:17])[CH:15]=[CH:16][C:10]=3[C:9]=2[C:18]([C:20]2[CH:25]=[CH:24][C:23]([O:26][CH2:27][CH2:28][N:29]3[CH2:34][CH2:33][CH2:32][CH2:31][CH2:30]3)=[CH:22][CH:21]=2)=[O:19])=[CH:4][CH:3]=1.CN(C1C=CC=CN=1)C.[Si:44](Cl)([C:47]([CH3:50])([CH3:49])[CH3:48])([CH3:46])[CH3:45]>C1COCC1.CN(C=O)C>[Si:44]([O:1][C:2]1[CH:7]=[CH:6][C:5]([C:8]2[S:12][C:11]3[CH:13]=[C:14]([OH:17])[CH:15]=[CH:16][C:10]=3[C:9]=2[C:18]([C:20]2[CH:25]=[CH:24][C:23]([O:26][CH2:27][CH2:28][N:29]3[CH2:30][CH2:31][CH2:32][CH2:33][CH2:34]3)=[CH:22][CH:21]=2)=[O:19])=[CH:4][CH:3]=1)([C:47]([CH3:50])([CH3:49])[CH3:48])([CH3:46])[CH3:45] |f:3.4|. Procedure: A solution was prepared consisting of 10 g (21.1 mmol) of [2-(4-hydroxyphenyl)-6-hydroxybenzo[b]thien-3-yl][4-[2-(1-piperidinyl)ethoxy]phenyl]methanone and 6 g (49.1 mmol) of dimethylaminopyridine in 700 mL of THF-DMF (6:1)(v/v). This solution was stirred for one hour at ambient temperature and then cooled to 0° C. in an ice bath. To this solution was added 2.9 g (19.3 mmol) of tert-butyl-dimethylsilylchloride. The reaction mixture was stirred under a nitrogen atmosphere and allowed to warm to a... The reactants are C(CCC)OC(=O)C=1N=C(C2=CC=C(C=C2C1O)SC1=CC=CC=C1)Br (1-bromo-4-hydroxy-6-phenylsulfanyl-isoquinoline-3-carboxylic acid butyl ester), NCC(=O)O (glycine), C[O-].[Na+] (sodium methylate). Yields the product BrC1=NC(=C(C2=CC(=CC=C12)SC1=CC=CC=C1)O)C(=O)NCC(=O)O ([(1-Bromo-4-hydroxy-6-phenylsulfanyl-isoquinoline-3-carbonyl)-amino]-acetic acid). RXN SMILES: C(O[C:6]([C:8]1[N:9]=[C:10]([Br:26])[C:11]2[C:16]([C:17]=1[OH:18])=[CH:15][C:14]([S:19][C:20]1[CH:25]=[CH:24][CH:23]=[CH:22][CH:21]=1)=[CH:13][CH:12]=2)=[O:7])CCC.[NH2:27][CH2:28][C:29]([OH:31])=[O:30].C[O-].[Na+]>>[Br:26][C:10]1[C:11]2[C:16](=[CH:15][C:14]([S:19][C:20]3[CH:25]=[CH:24][CH:23]=[CH:22][CH:21]=3)=[CH:13][CH:12]=2)[C:17]([OH:18])=[C:8]([C:6]([NH:27][CH2:28][C:29]([OH:31])=[O:30])=[O:7])[N:9]=1 |f:2.3|. Procedure details: 216 mg of 1-bromo-4-hydroxy-6-phenylsulfanyl-isoquinoline-3-carboxylic acid butyl ester (0.5 mmol) from Example D-2 a) were reacted with glycine and sodium methylate analogously to Example D-1 g). 194 mg of the title compound were obtained; 1H NMR (DMSO-d6): 6=9.17 (t, 1H), 8.12 (d, 1H), 7.51 to 7.78 (m, 7H), 4.00 (d, 2H).